Dataset: the Open Reaction Database (ORD), a public repository of structured organic reaction records. Task: describe an organic reaction: reactants, conditions, products, and yield Starting materials: c1(cc(c2c(c1Cl)C(N(CC2)Cc1c(cc(nc1OCc1ccccc1)C)C)=O)Cl)C([C@@H]1CCOC1)=O. The reagents and catalysts are c1ccc(cc1)-c2c3ccccc3cc4ccccc24 (9-Phenylanthracene), R-JosiphosSL-J009-1, [Rh(cod)2]BF4. Run in CO (MeOH). Conditions: temperature 80 celsius, time 18 hour. Product: Cc1cc(C)c(CN2CCc3c(Cl)cc(C(=O)[C@@H]4CCOC4)c(Cl)c3C2=O)c(OCc5ccccc5)n1. As a reaction SMILES: [CH3:1][c:2]1[n:37][c:28]([O:29][CH2:30][c:31]2[cH:36][cH:35][cH:34][cH:33][cH:32]2)[c:6]([CH2:7][N:8]3[C:26](=[O:27])[c:25]([c:11]4[CH2:10][CH2:9]3)[c:23]([Cl:24])[c:15]([C:16]([C@H:18]5[CH2:22][O:21][CH2:20][CH2:19]5)=[O:17])[cH:14][c:12]4[Cl:13])[c:4]([CH3:5])[cH:3]1>>[CH3:1][c:2]1[n:37][c:28]([O:29][CH2:30][c:31]2[cH:36][cH:35][cH:34][cH:33][cH:32]2)[c:6]([CH2:7][N:8]3[C:26](=[O:27])[c:25]([c:11]4[CH2:10][CH2:9]3)[c:23]([Cl:24])[c:15]([C:16]([C@H:18]5[CH2:22][O:21][CH2:20][CH2:19]5)=[O:17])[cH:14][c:12]4[Cl:13])[c:4]([CH3:5])[cH:3]1. Starting materials: C1CC(=O)N(C1=O)Br (N-bromosuccimide), C(C1=CC=CC=C1)(=O)OOC(C1=CC=CC=C1)=O (benzoyl peroxide), C(C)C1=CC=C(OC2=NC=C(C=C2)[N+](=O)[O-])C=C1 (2-(4-ethylphenoxy)-5-nitropyridine). Run in C(Cl)(Cl)(Cl)Cl (carbon tetrachloride). Product: BrC(C)C1=CC=C(OC2=NC=C(C=C2)[N+](=O)[O-])C=C1 (2-[4-(1-bromoethyl)phenoxy]-5-nitropyridine). As a reaction SMILES: [CH2:1]([C:3]1[CH:18]=[CH:17][C:6]([O:7][C:8]2[CH:13]=[CH:12][C:11]([N+:14]([O-:16])=[O:15])=[CH:10][N:9]=2)=[CH:5][CH:4]=1)[CH3:2].C1C(=O)N([Br:26])C(=O)C1.C(OOC(=O)C1C=CC=CC=1)(=O)C1C=CC=CC=1>C(Cl)(Cl)(Cl)Cl>[Br:26][CH:1]([C:3]1[CH:18]=[CH:17][C:6]([O:7][C:8]2[CH:13]=[CH:12][C:11]([N+:14]([O-:16])=[O:15])=[CH:10][N:9]=2)=[CH:5][CH:4]=1)[CH3:2]. Reported procedure: 2-(4-ethylphenoxy)-5-nitropyridine (7.33 g, 30 mmol) was dissolved in carbon tetrachloride (100 mL), and to the resulting solution were added N-bromosuccimide (5.34 g, 30 mmol) and benzoyl peroxide (0.73 g, 3 mmol). This solution was refluxed overnight under a nitrogen atmosphere. The reaction solution was allowed to cool, after which insoluble matter was removed by filtration. The resulting filtrate was washed with a saturated sodium bicarbonate solution and brine. The organic layer was dried o... Starting materials: BrC1=CC=C(C=C1)C1=NOC(=C1CSCCC1=CC=CC=C1)C (3-(4-bromo-phenyl)-5-methyl-4-phenethylsulfanylmethyl-isoxazole), C(C)OC(CC1(CC1)C1=CC=C(C=C1)B1OC(C(O1)(C)C)(C)C)=O ({1-[4-(4,4,5,5-tetramethyl-[1,3,2]dioxaborolan-2-yl)-phenyl]-cyclopropyl}-acetic acid ethyl ester). The product is C(C)OC(CC1(CC1)C1=CC=C(C=C1)C1=CC=C(C=C1)C1=NOC(=C1CSCCC1=CC=CC=C1)C)=O ({1-[4′-(5-Methyl-4-phenethylsulfanylmethyl-isoxazol-3-yl)-biphenyl-4-yl]-cyclopropyl}-acetic acid ethyl ester). RXN SMILES: Br[C:2]1[CH:7]=[CH:6][C:5]([C:8]2[C:12]([CH2:13][S:14][CH2:15][CH2:16][C:17]3[CH:22]=[CH:21][CH:20]=[CH:19][CH:18]=3)=[C:11]([CH3:23])[O:10][N:9]=2)=[CH:4][CH:3]=1.[CH2:24]([O:26][C:27](=[O:47])[CH2:28][C:29]1([C:32]2[CH:37]=[CH:36][C:35](B3OC(C)(C)C(C)(C)O3)=[CH:34][CH:33]=2)[CH2:31][CH2:30]1)[CH3:25]>>[CH2:24]([O:26][C:27](=[O:47])[CH2:28][C:29]1([C:32]2[CH:37]=[CH:36][C:35]([C:2]3[CH:7]=[CH:6][C:5]([C:8]4[C:12]([CH2:13][S:14][CH2:15][CH2:16][C:17]5[CH:22]=[CH:21][CH:20]=[CH:19][CH:18]=5)=[C:11]([CH3:23])[O:10][N:9]=4)=[CH:4][CH:3]=3)=[CH:34][CH:33]=2)[CH2:31][CH2:30]1)[CH3:25]. Procedure details: Prepared according to the procedure described in Example 110, Step 3, using 3-(4-bromo-phenyl)-5-methyl-4-phenethylsulfanylmethyl-isoxazole and {1-[4-(4,4,5,5-tetramethyl-[1,3,2]dioxaborolan-2-yl)-phenyl]-cyclopropyl}-acetic acid ethyl ester. RXN SMILES: Cl.[NH:2]1[C:11]2[C:6](=[CH:7][CH:8]=[CH:9][CH:10]=2)[CH2:5][CH2:4][CH:3]1[C:12]([OH:14])=[O:13].[C:15]([S:18][CH2:19][CH:20]([CH2:24][S:25][C:26](=[O:28])[CH3:27])[C:21](Cl)=[O:22])(=[O:17])[CH3:16].Cl>N1C=CC=CC=1>[C:15]([S:18][CH2:19][CH:20]([CH2:24][S:25][C:26](=[O:28])[CH3:27])[C:21]([N:2]1[C:11]2[C:6](=[CH:7][CH:8]=[CH:9][CH:10]=2)[CH2:5][CH2:4][CH:3]1[C:12]([OH:14])=[O:13])=[O:22])(=[O:17])[CH3:16] |f:0.1|. Conditions: time 8 hour. Reactants: Cl.N1C(CCC2=CC=CC=C12)C(=O)O ((±)-1,2,3,4-tetrahydro-2-quinolinecarboxylic acid hydrochloride), C(C)(=O)SCC(C(=O)Cl)CSC(C)=O (3-acetylthio-2-(acetylthiomethyl)propanoyl chloride), Cl (hydrochloric acid), ice. Procedure details: A solution of (±)-1,2,3,4-tetrahydro-2-quinolinecarboxylic acid hydrochloride (14.52 g) in pyridine (150 ml) was treated dropwise with 3-acetylthio-2-(acetylthiomethyl)propanoyl chloride with vigorous stirring. After stirring overnight at room temperature, the mixture was added to ice (300 g) and the pH was adjusted to 2.5 with concentrated hydrochloric acid. The mixture was extracted with ether and the ether extract dried over sodium sulfate and evaporated to a syrup. This (±) 1-(3-acetylthio-2... The product is C(C)(=O)SCC(C(=O)N1C(CCC2=CC=CC=C12)C(=O)O)CSC(C)=O ((±) 1-(3-Acetylthio-2-acetylthiomethyl-1-oxopropyl)-1,2,3,4-tetrahydro-2-quinolinecarboxylic Acid). Solvent: N1=CC=CC=C1 (pyridine). Starting materials: C([O-])([O-])=O.[K+].[K+] (potassium carbonate), Cl.OC(CNC1=C(C=NC2=CC=CC=C12)NC(COC)=O)(C)C (N-{4-[(2-hydroxy-2-methylpropyl)amino]quinolin-3-yl}-2-methoxyacetamide hydrochloride). Solvent: O (water), C(C)O (ethanol), O (water), [Cl-].[Na+].O (brine). Product: COCC=1N(C2=C(C=NC=3C=CC=CC23)N1)CC(C)(O)C (1-[2-(methoxymethyl)-1H-imidazo[4,5-c]quinolin-1-yl]-2-methylpropan-2-ol). The yield is 90.9%. Reaction SMILES: C(=O)([O-])[O-].[K+].[K+].Cl.[OH:8][C:9]([CH3:29])([CH3:28])[CH2:10][NH:11][C:12]1[C:21]2[C:16](=[CH:17][CH:18]=[CH:19][CH:20]=2)[N:15]=[CH:14][C:13]=1[NH:22][C:23](=O)[CH2:24][O:25][CH3:26]>O.C(O)C.[Cl-].[Na+].O>[CH3:26][O:25][CH2:24][C:23]1[N:11]([CH2:10][C:9]([CH3:29])([OH:8])[CH3:28])[C:12]2[C:21]3[CH:20]=[CH:19][CH:18]=[CH:17][C:16]=3[N:15]=[CH:14][C:13]=2[N:22]=1 |f:0.1.2,3.4,7.8.9|. Reported procedure: A solution of potassium carbonate (3.4 g, 24.3 mmol) in water (9 mL) was added to a stirred suspension of N-{4-[(2-hydroxy-2-methylpropyl)amino]quinolin-3-yl}-2-methoxyacetamide hydrochloride (5.5 g, 16.2 mmol) in ethanol (23 mL). The reaction mixture was heated at reflux for 1.5 hours, then was allowed to cool to room temperature. The mixture was concentrated under reduced pressure to yield an aqueous slurry that was diluted with water (50 mL) and a small amount of brine. The mixture was extrac... The reactants are NC1=CC=2C(=NON2)C=C1 (5-amino-2,1,3-benzoxadiazole), C(C)C1=C(C=CC=C1)S(=O)(=O)Cl (2-ethylbenzenesulfonyl chloride). Product: C(C)C1=C(C=CC=C1)S(=O)(=O)NC1=CC=2C(=NON2)C=C1 (2-ethyl-N-(2,1,3-benzoxadiazol-5-yl)-1-benzenesulfonamide). RXN SMILES: [NH2:1][C:2]1[CH:10]=[CH:9][C:5]2=[N:6][O:7][N:8]=[C:4]2[CH:3]=1.[CH2:11]([C:13]1[CH:18]=[CH:17][CH:16]=[CH:15][C:14]=1[S:19](Cl)(=[O:21])=[O:20])[CH3:12]>>[CH2:11]([C:13]1[CH:18]=[CH:17][CH:16]=[CH:15][C:14]=1[S:19]([NH:1][C:2]1[CH:10]=[CH:9][C:5]2=[N:6][O:7][N:8]=[C:4]2[CH:3]=1)(=[O:21])=[O:20])[CH3:12]. Procedure: Analogously to Example 1, by reaction of 5-amino-2,1,3-benzoxadiazole (obtainable by reduction of 5-nitro-2,1,3-benzoxadiazole-1- or 3-N-oxide with triethyl phosphite) with 2-ethylbenzenesulfonyl chloride, 2-ethyl-N-(2,1,3-benzoxadiazol-5-yl)-1-benzenesulfonamide is obtained. The reactants are Cc1nc2sccn2c1C(=O)NCC1NCC2CCCC21, Cc1nc(C(=O)O)c(-c2cccc(Cl)c2)s1. The product is Cc1nc(C(=O)N2CC3CCCC3C2CNC(=O)c2c(C)nc3sccn23)c(-c2cccc(Cl)c2)s1. As a reaction SMILES: [CH:1]12[CH:2]([CH2:9][NH:10][C:11](=[O:12])[c:13]3[c:14]([CH3:21])[n:15][c:16]4[s:17][cH:18][cH:19][n:20]34)[NH:3][CH2:4][CH:5]1[CH2:6][CH2:7][CH2:8]2.[Cl:22][c:23]1[cH:24][c:25](-[c:29]2[c:30]([C:35](=[O:36])[OH:37])[n:31][c:32]([CH3:34])[s:33]2)[cH:26][cH:27][cH:28]1>>[CH:1]12[CH:2]([CH2:9][NH:10][C:11](=[O:12])[c:13]3[c:14]([CH3:21])[n:15][c:16]4[s:17][cH:18][cH:19][n:20]34)[N:3]([C:35]([c:30]3[c:29](-[c:25]4[cH:24][c:23]([Cl:22])[cH:28][cH:27][cH:26]4)[s:33][c:32]([CH3:34])[n:31]3)=[O:36])[CH2:4][CH:5]1[CH2:6][CH2:7][CH2:8]2. Reaction SMILES: [CH:1]1[C:6]([OH:7])=[CH:5][CH:4]=[C:3]([Br:8])[CH:2]=1.[CH:9]([O:11][CH3:12])=[CH2:10]>>[Br:8][C:3]1[CH:4]=[CH:5][C:6]([O:7][CH:9]([O:11][CH3:12])[CH3:10])=[CH:1][CH:2]=1. Isolated yield 90.0%. Reactants: C1=CC(=CC=C1O)Br (p-bromophenol), C(=C)OC (methyl vinyl ether). Procedure details: Using p-bromophenol (17.3 g, 0.1 mole) and methyl vinyl ether (14.0 g, 0.2 mole), the reaction was carried out in the same manner as described in Synthesis Example 1, (1), and the crude oil (24 g) was purified by distillation under reduced pressure to afford 20.8 g of p-bromo-(1-methoxyethoxy)benzene as a pale yellow oil having a boiling point 89-90° C./2 mmHg. Yields the product BrC1=CC=C(C=C1)OC(C)OC (p-bromo-(1-methoxyethoxy)benzene). Starting materials: COC=1C(=CC(=C(OCC(=O)O)C1)C)SCC1=CC=C(C=C1)C1=CC=C(C=C1)C(F)(F)F ([5-Methoxy-2-methyl-4-(4′-trifluoromethyl-biphenyl-4-ylmethylsulfanyl)-phenoxy]-acetic acid), OS(=O)(=O)O (H2SO4), B(Br)(Br)Br (BBr3), solution. Run in CCOC(=O)C (EtOAc), CO (MeOH), C(Cl)Cl (DCM), C(Cl)Cl (DCM). Conditions: time 30 minute. Yields the product OC=1C(=CC(=C(OCC(=O)O)C1)C)SCC1=CC=C(C=C1)C1=CC=C(C=C1)C(F)(F)F ([5-hydroxy-2-methyl-4-(4′-trifluoromethyl-biphenyl-4-ylmethylsulfanyl)-phenoxy]-acetic acid). RXN SMILES: C[O:2][C:3]1[C:4]([S:15][CH2:16][C:17]2[CH:22]=[CH:21][C:20]([C:23]3[CH:28]=[CH:27][C:26]([C:29]([F:32])([F:31])[F:30])=[CH:25][CH:24]=3)=[CH:19][CH:18]=2)=[CH:5][C:6]([CH3:14])=[C:7]([CH:13]=1)[O:8][CH2:9][C:10]([OH:12])=[O:11].B(Br)(Br)Br.OS(O)(=O)=O>C(Cl)Cl.CO.CCOC(C)=O>[OH:2][C:3]1[C:4]([S:15][CH2:16][C:17]2[CH:18]=[CH:19][C:20]([C:23]3[CH:28]=[CH:27][C:26]([C:29]([F:32])([F:30])[F:31])=[CH:25][CH:24]=3)=[CH:21][CH:22]=2)=[CH:5][C:6]([CH3:14])=[C:7]([CH:13]=1)[O:8][CH2:9][C:10]([OH:12])=[O:11]. Reported procedure: A solution of [5-Methoxy-2-methyl-4-(4′-trifluoromethyl-biphenyl-4-ylmethylsulfanyl)-phenoxy]-acetic acid, prepared according to Example 4, (1.0 g, 2.2 mmol) in 75 mL DCM at 0° C., was treated with dropwise addition of BBr3 (5.5 mL of a 1.0 M solution in DCM). After 30 minutes, the reaction was carefully quenched with 50% NH4OH. The reaction was then acidified to pH 1 with conc. HCl, and extracted with EtOAC. The organic layer was dried (Na2SO4) and concentrated in vacuo. The crude reaction mixt... The reactants are C1=CC=CC=2C(C3=C(C=CC21)C=CC=C3)C=3C(NC(N(C3)CC3=CC=CC(=N3)C(=O)OC)=O)=S (6-[[5-{5H-Dibenzo[a,d]cyclohepten-5-yl}-3,4-dihydro-2-oxo-4-thioxo-1(2H)-pyrimidinyl]methyl]-2-pyridinecarboxylic acid, methyl ester), O.[OH-].[Li+] (lithium hydroxide monohydrate). Solvent: CO (methanol), O (water). Run at time 3 hour. Yields the product C1=CC=CC=2C(C3=C(C=CC21)C=CC=C3)C=3C(NC(N(C3)CC3=CC=CC(=N3)C(=O)O)=O)=S (6-[[5-{5H-Dibenzo[a,d]cyclohepten-5-yl}-3,4-dihydro-2-oxo-4-thioxo-1(2H)-pyrimidinyl]methyl]-2-pyridinecarboxylic acid). Reaction SMILES: [CH:1]1[C:11]2[CH:10]=[CH:9][C:8]3[CH:12]=[CH:13][CH:14]=[CH:15][C:7]=3[CH:6]([C:16]3[C:17](=[S:34])[NH:18][C:19](=[O:33])[N:20]([CH2:22][C:23]4[N:28]=[C:27]([C:29]([O:31]C)=[O:30])[CH:26]=[CH:25][CH:24]=4)[CH:21]=3)[C:5]=2[CH:4]=[CH:3][CH:2]=1.O.[OH-].[Li+]>CO.O>[CH:12]1[C:8]2[CH:9]=[CH:10][C:11]3[CH:1]=[CH:2][CH:3]=[CH:4][C:5]=3[CH:6]([C:16]3[C:17](=[S:34])[NH:18][C:19](=[O:33])[N:20]([CH2:22][C:23]4[N:28]=[C:27]([C:29]([OH:31])=[O:30])[CH:26]=[CH:25][CH:24]=4)[CH:21]=3)[C:7]=2[CH:15]=[CH:14][CH:13]=1 |f:1.2.3|. Reported procedure: A mixture of the product from step (vi) (1.37 g) and lithium hydroxide monohydrate (0.588 g) in methanol (20 ml) and water (15 ml) was stirred at room temperature for 3 hours. A precipitate formed which was filtered off and partitioned between ethyl acetate and 1N HCl. The organic phase was dried (MgSO4) and concentrated under reduced pressure to 10 ml. The product was precipitated by the addition of diethyl ether. Yield 0.56 g.